From a dataset of the Open Reaction Database (ORD), a public repository of structured organic reaction records. describe an organic reaction: reactants, conditions, products, and yield The reactants are three, BrCC(=O)OC (methyl bromoacetate), [H-].[Na+] (sodium hydride), C(C)N(CC)C1=CC(=C(C=O)C=C1)O (4-(N,N-diethylamino)-2-hydroxy benzaldehyde). Run in O1CCCC1 (tetrahydrofuran). Product: C(C)N(CC)C=1C=CC2=C(OC(=C2)C(=O)OC)C1 (Methyl 6-(N,N-diethyl amino)-2-benzo[b]furanylcarboxylate). The yield is 45.1%. RXN SMILES: [H-].[Na+].[CH2:3]([N:5]([C:8]1[CH:15]=[CH:14][C:11]([CH:12]=O)=[C:10]([OH:16])[CH:9]=1)[CH2:6][CH3:7])[CH3:4].Br[CH2:18][C:19]([O:21][CH3:22])=[O:20]>O1CCCC1>[CH2:3]([N:5]([C:8]1[CH:15]=[CH:14][C:11]2[CH:12]=[C:18]([C:19]([O:21][CH3:22])=[O:20])[O:16][C:10]=2[CH:9]=1)[CH2:6][CH3:7])[CH3:4] |f:0.1|. Procedure details: To a 250 mL three necked, round bottom flask equipped with a mechanical stirrer, reflux condenser, and Y-tube with a rubber septum and nitrogen inlet was added 1.8 gm (45 mmol) of 60% sodium hydride in mineral oil. After washing twice with 20 mL of hexanes, 150 mL of THF was added, followed by the rapid dropwise addition via transfer syringe of 3.86 gm (20 mmol) of 4-(N,N-diethylamino)-2-hydroxy benzaldehyde, dissolved in 50 mL of tetrahydrofuran (THF). The flask was placed in an 80° C. oil bath...